This data is from the Open Reaction Database (ORD), a public repository of structured organic reaction records. The task is: describe an organic reaction: reactants, conditions, products, and yield Starting materials: ClC=1C=C(C=CC1)S (3-chlorothiophenol), BrC1=CC(=CO1)C(=O)O (5-bromofuran-3-carboxylic acid), two. The solvent is CN(C=O)C (dimethylformamide). The product is ClC=1C=C(C=CC1)SC1=CC(=CO1)C(=O)O (5-(3-Chlorophenylthio)furan-3-carboxylic Acid). RXN SMILES: [Cl:1][C:2]1[CH:3]=[C:4]([SH:8])[CH:5]=[CH:6][CH:7]=1.Br[C:10]1[O:14][CH:13]=[C:12]([C:15]([OH:17])=[O:16])[CH:11]=1>CN(C)C=O>[Cl:1][C:2]1[CH:3]=[C:4]([S:8][C:10]2[O:14][CH:13]=[C:12]([C:15]([OH:17])=[O:16])[CH:11]=2)[CH:5]=[CH:6][CH:7]=1. Procedure: Following the procedure of Example 11, except for use of two 50 ml. quantities of dimethylformamide, 3-chlorothiophenol (4.52 g., 31.4 mmoles) was reacted with 5-bromofuran-3-carboxylic acid to yield crude product (1.9 g.). Recrystallization from hot hexane gave purified 5-(3-chlorophenylthio)furan-3-carboxylic acid (1.0 g., m.p. 98°-102° C., m/e 254). The reactants are O=C([O-])[O-], CC#N, [Cs+], [Cs+], FC(F)(F)c1ccc(COc2ccc(CCl)cc2)cc1, O, O=C1CCc2cc(O)ccc21. Yields the product O=C1CCc2cc(OCc3ccc(OCc4ccc(C(F)(F)F)cc4)cc3)ccc21. Reaction SMILES: [C:32](=[O:33])([O-:34])[O-:35].[CH3:39][C:40]#[N:41].[Cs+:36].[Cs+:37].[F:12][C:13]([c:14]1[cH:15][cH:16][c:17]([CH2:18][O:19][c:20]2[cH:21][cH:22][c:23]([CH2:26][Cl:27])[cH:24][cH:25]2)[cH:28][cH:29]1)([F:30])[F:31].[OH2:38].[OH:1][c:2]1[cH:3][c:4]2[c:8]([cH:9][cH:10]1)[C:7](=[O:11])[CH2:6][CH2:5]2>>[O:1]([c:2]1[cH:3][c:4]2[c:8]([cH:9][cH:10]1)[C:7](=[O:11])[CH2:6][CH2:5]2)[CH2:26][c:23]1[cH:22][cH:21][c:20]([O:19][CH2:18][c:17]2[cH:16][cH:15][c:14]([C:13]([F:12])([F:30])[F:31])[cH:29][cH:28]2)[cH:25][cH:24]1. Reactants: CC1(C)CC(=O)c2ccc(Br)cc2O1, CC(C)C1=CC(C)(C)Oc2cc(Br)ccc21, CCCC[Mg+], [Cl-]. Yields the product CCCCC1=CC(C)(C)Oc2cc(Br)ccc21. RXN SMILES: [Br:1][c:2]1[cH:3][cH:4][c:5]2[c:10]([cH:11]1)[O:9][C:8]([CH3:12])([CH3:13])[CH2:7][C:6]2=[O:14].[Br:21][c:22]1[cH:23][c:24]2[c:25]([cH:35][cH:36]1)[C:26]([CH:27]([CH3:28])[CH3:29])=[CH:30][C:31]([CH3:32])([CH3:33])[O:34]2.[CH2:16]([CH2:17][CH2:18][CH3:19])[Mg+:20].[Cl-:15]>>[Br:1][c:2]1[cH:3][cH:4][c:5]2[c:10]([cH:11]1)[O:9][C:8]([CH3:12])([CH3:13])[CH:7]=[C:6]2[CH2:16][CH2:17][CH2:18][CH3:19]. Reactants: O=C(O)c1ccc2[nH]cc(CCCCN3CCc4c(oc5ccccc45)C3)c2c1, CC(C)C[AlH]CC(C)C, Cc1ccccc1, O. The product is O=Cc1ccc2[nH]cc(CCCCN3CCc4c(oc5ccccc45)C3)c2c1. As a reaction SMILES: [C:1](=[O:2])([OH:3])[c:4]1[cH:5][c:6]2[c:7]([CH2:13][CH2:14][CH2:15][CH2:16][N:17]3[CH2:18][c:19]4[c:20]([c:23]5[c:24]([o:25]4)[cH:26][cH:27][cH:28][cH:29]5)[CH2:21][CH2:22]3)[cH:8][nH:9][c:10]2[cH:11][cH:12]1.[CH3:30][CH:31]([CH2:32][AlH:33][CH2:34][CH:35]([CH3:36])[CH3:37])[CH3:38].[CH3:40][c:41]1[cH:42][cH:43][cH:44][cH:45][cH:46]1.[OH2:39]>>[CH:1](=[O:2])[c:4]1[cH:5][c:6]2[c:7]([CH2:13][CH2:14][CH2:15][CH2:16][N:17]3[CH2:18][c:19]4[c:20]([c:23]5[c:24]([o:25]4)[cH:26][cH:27][cH:28][cH:29]5)[CH2:21][CH2:22]3)[cH:8][nH:9][c:10]2[cH:11][cH:12]1. Reactants: C(OC(C)Cl)(OC1CCCCC1)=O (1-chloroethyl cyclohexyl carbonate), ClC=1C(=C(C=CC1)[C@H]1[C@@H](N[C@H]([C@]1(C#N)C1=C(C=C(C=C1)Cl)F)CC(C)(C)C)C(=O)NC1=C(C=C(C(=O)O)C=C1)OC)F (4-((2R,3S,4R,5S)-3-(3-chloro-2-fluorophenyl)-4-(4-chloro-2-fluorophenyl)-4-cyano-5-neopentylpyrrolidine-2-carboxamido)-3-methoxybenzoic acid), C([O-])([O-])=O.[Cs+].[Cs+] (cesium carbonate). Run in CN(C=O)C (dimethylformamide), CCCCCC.C(C)(=O)OCC (hexane ethyl acetate). Product: ClC=1C(=C(C=CC1)[C@H]1[C@@H](N[C@H]([C@]1(C#N)C1=C(C=C(C=C1)Cl)F)CC(C)(C)C)C(=O)NC1=C(C=C(C(=O)OC(C)OC(=O)OC2CCCCC2)C=C1)OC)F (1-(cyclohexyloxycarbonyloxy)ethyl 4-((2R,3S,4R,5S)-3-(3-chloro-2-fluorophenyl)-4-(4-chloro-2-fluorophenyl)-4-cyano-5-neopentylpyrrolidine-2-carboxamido)-3-methoxybenzoate). Yield: 70.5%. RXN SMILES: [C:1](=[O:13])([O:6][CH:7]1[CH2:12][CH2:11][CH2:10][CH2:9][CH2:8]1)[O:2][CH:3](Cl)[CH3:4].[Cl:14][C:15]1[C:16]([F:55])=[C:17]([C@@H:21]2[C@:25]([C:28]3[CH:33]=[CH:32][C:31]([Cl:34])=[CH:30][C:29]=3[F:35])([C:26]#[N:27])[C@H:24]([CH2:36][C:37]([CH3:40])([CH3:39])[CH3:38])[NH:23][C@H:22]2[C:41]([NH:43][C:44]2[CH:52]=[CH:51][C:47]([C:48]([OH:50])=[O:49])=[CH:46][C:45]=2[O:53][CH3:54])=[O:42])[CH:18]=[CH:19][CH:20]=1.C(=O)([O-])[O-].[Cs+].[Cs+]>CN(C)C=O.CCCCCC.C(OCC)(=O)C>[Cl:14][C:15]1[C:16]([F:55])=[C:17]([C@@H:21]2[C@:25]([C:28]3[CH:33]=[CH:32][C:31]([Cl:34])=[CH:30][C:29]=3[F:35])([C:26]#[N:27])[C@H:24]([CH2:36][C:37]([CH3:39])([CH3:40])[CH3:38])[NH:23][C@H:22]2[C:41]([NH:43][C:44]2[CH:52]=[CH:51][C:47]([C:48]([O:50][CH:3]([O:2][C:1]([O:6][CH:7]3[CH2:12][CH2:11][CH2:10][CH2:9][CH2:8]3)=[O:13])[CH3:4])=[O:49])=[CH:46][C:45]=2[O:53][CH3:54])=[O:42])[CH:18]=[CH:19][CH:20]=1 |f:2.3.4,6.7|. Procedure: In a manner similar to the method described in Example 3, 1-chloroethyl chloroformate (Oakwood Products, 1.99 g, 1.5 mL, 13.9 mmol) was reacted with cyclohexanol (Alfa Aesar, 1.33 g, 1.4 mL, 13.3 mmol) and pyridine (1.27 g, 1.3 mL, 16.1 mmol) in methylene chloride (11 mL) at −78° C. for 3 h to give 1-chloroethyl cyclohexyl carbonate. A portion of 1-chloroethyl cyclohexyl carbonate (253 mg, 1.22 mmol) was then reacted with chiral 4-((2R,3S,4R,5S)-3-(3-chloro-2-fluorophenyl)-4-(4-chloro-2-fluoroph... Product: C(C)C(COC=1C=C(C=2N(N1)N=C(N2)C)C)(CS(N)(=O)=O)CC (6-(2,2-diethyl-3-sulfamoyl-1-propoxy)-2,8-dimethyl[1,2,4]triazolo[1,5-b]pyridazine). Reaction SMILES: CN(C=[N:5][S:6]([CH2:9][C:10]([CH2:15][CH3:16])([CH2:13][CH3:14])[CH2:11][OH:12])(=[O:8])=[O:7])C.Cl[C:18]1[CH:19]=[C:20]([CH3:28])[C:21]2[N:22]([N:24]=[C:25]([CH3:27])[N:26]=2)[N:23]=1>>[CH2:15]([C:10]([CH2:13][CH3:14])([CH2:9][S:6](=[O:7])(=[O:8])[NH2:5])[CH2:11][O:12][C:18]1[CH:19]=[C:20]([CH3:28])[C:21]2[N:22]([N:24]=[C:25]([CH3:27])[N:26]=2)[N:23]=1)[CH3:16]. Reported procedure: Using 3-(N,N-dimethylaminomethylene)aminosulfonyl-2,2-diethyl-1-propanol and 6-chloro-2,8-dimethyl[1,2,4]triazolo[1,5-b]pyridazine, the same reaction as in Example 6 was conducted to produce the title compound. m.p. 159°-160° C. The reactants are CN(C)C=NS(=O)(=O)CC(CO)(CC)CC (3-(N,N-dimethylaminomethylene)aminosulfonyl-2,2-diethyl-1-propanol), ClC=1C=C(C=2N(N1)N=C(N2)C)C (6-chloro-2,8-dimethyl[1,2,4]triazolo[1,5-b]pyridazine).